From a dataset of the Open Reaction Database (ORD), a public repository of structured organic reaction records. describe an organic reaction: reactants, conditions, products, and yield The reactants are CCN(c1cc(Br)cc(C(=O)NCc2c(C)cc(C)[nH]c2=O)c1C)C1CCCC1, O=C([O-])[O-], [Na+], [Na+], OB(O)c1ccc(CN2CCOCC2)cc1, C1COCCO1, O. Yields the product CCN(c1cc(-c2ccc(CN3CCOCC3)cc2)cc(C(=O)NCc2c(C)cc(C)[nH]c2=O)c1C)C1CCCC1. RXN SMILES: [Br:1][c:2]1[cH:3][c:4]([N:22]([CH2:23][CH3:24])[CH:25]2[CH2:26][CH2:27][CH2:28][CH2:29]2)[c:5]([CH3:21])[c:6]([C:7](=[O:8])[NH:9][CH2:10][c:11]2[c:12](=[O:19])[nH:13][c:14]([CH3:18])[cH:15][c:16]2[CH3:17])[cH:20]1.[C:46](=[O:47])([O-:48])[O-:49].[Na+:50].[Na+:51].[O:30]1[CH2:31][CH2:32][N:33]([CH2:36][c:37]2[cH:38][cH:39][c:40]([B:43]([OH:44])[OH:45])[cH:41][cH:42]2)[CH2:34][CH2:35]1.[O:53]1[CH2:54][CH2:55][O:56][CH2:57][CH2:58]1.[OH2:52]>>[c:2]1(-[c:40]2[cH:39][cH:38][c:37]([CH2:36][N:33]3[CH2:32][CH2:31][O:30][CH2:35][CH2:34]3)[cH:42][cH:41]2)[cH:3][c:4]([N:22]([CH2:23][CH3:24])[CH:25]2[CH2:26][CH2:27][CH2:28][CH2:29]2)[c:5]([CH3:21])[c:6]([C:7](=[O:8])[NH:9][CH2:10][c:11]2[c:12](=[O:19])[nH:13][c:14]([CH3:18])[cH:15][c:16]2[CH3:17])[cH:20]1.